Dataset: the Open Reaction Database (ORD), a public repository of structured organic reaction records. Task: describe an organic reaction: reactants, conditions, products, and yield RXN SMILES: [SH:1][CH:2]([CH:14]([C:19]([NH:21][C@H:22]([C:32]([NH:34][CH3:35])=[O:33])[CH2:23][C:24]1[CH:29]=[CH:28][C:27]([O:30][CH3:31])=[CH:26][CH:25]=1)=[O:20])[CH2:15][CH:16]([CH3:18])[CH3:17])[CH2:3][C:4]([O:6][CH2:7][C:8]1[CH:13]=[CH:12][CH:11]=[CH:10][CH:9]=1)=[O:5].[C:36](OC(=O)C)(=[O:38])[CH3:37].CN1CCOCC1>C(Cl)(Cl)Cl>[C:36]([S:1][CH:2]([CH:14]([C:19]([NH:21][C@H:22]([C:32]([NH:34][CH3:35])=[O:33])[CH2:23][C:24]1[CH:29]=[CH:28][C:27]([O:30][CH3:31])=[CH:26][CH:25]=1)=[O:20])[CH2:15][CH:16]([CH3:17])[CH3:18])[CH2:3][C:4]([O:6][CH2:7][C:8]1[CH:9]=[CH:10][CH:11]=[CH:12][CH:13]=1)=[O:5])(=[O:38])[CH3:37]. Solvent: C(Cl)(Cl)Cl (chloroform). Procedure details: The benzyl ester (D8) (41 g, 0.088 mole) was dissolved in thiolacetic acid (170 ml) and left to stand at room temperature under nitrogen for 19 days. Volatile material was removed in vacuo and the residue chromatographed on silica gel with initially ether, rising slowly to ethyl acetate. After removal of high Rf impurities the title compound was obtained as a mixture of diastereomers as a pale yellow foam (29.76 g, 62.4%). (Found: C, 64.29; H, 7.16; N, 4.86. C29H38N2SO6 requires C, 64.18; H, 7.0... Conditions: temperature 0 celsius, time 3 day. Starting materials: C(C)(=O)OC(C)=O (acetic anhydride), SC(CC(=O)OCC1=CC=CC=C1)C(CC(C)C)C(=O)N[C@@H](CC1=CC=C(C=C1)OC)C(=O)NC (3-Mercapto-6-methyl-4-[[[1-(S)-[(methylamino)carbonyl]-2-(4-methoxyphenyl)ethyl]amino]carbonyl]heptanoic acid, benzyl ester), CN1CCOCC1 (N-methylmorpholine). Product: C(C)(=O)SC(CC(=O)OCC1=CC=CC=C1)C(CC(C)C)C(=O)N[C@@H](CC1=CC=C(C=C1)OC)C(=O)NC (3-Acetylmercapto-6-methyl-4-[[[1-(S)-[(methylamino)carbonyl]-2-(4-methoxyphenyl)ethyl]amino]carbonyl]heptanoic acid, benzyl ester). Reactants: CCCc1c(OC)cc(CP(=O)(OCC)OCC)cc1OC, C1CCOC1, O=Cc1ccccc1F, [H-], [Na+], O. Product: CCCc1c(OC)cc(C=Cc2ccccc2F)cc1OC. As a reaction SMILES: [CH2:1]([O:2][P:3](=[O:4])([O:5][CH2:6][CH3:7])[CH2:9][c:10]1[cH:11][c:12]([O:21][CH3:22])[c:13]([CH2:18][CH2:19][CH3:20])[c:14]([O:16][CH3:17])[cH:15]1)[CH3:8].[CH2:35]1[O:36][CH2:37][CH2:38][CH2:39]1.[F:25][c:26]1[c:27]([CH:28]=[O:29])[cH:30][cH:31][cH:32][cH:33]1.[H-:24].[Na+:23].[OH2:34]>>[CH:9]([c:10]1[cH:11][c:12]([O:21][CH3:22])[c:13]([CH2:18][CH2:19][CH3:20])[c:14]([O:16][CH3:17])[cH:15]1)=[CH:28][c:27]1[c:26]([F:25])[cH:33][cH:32][cH:31][cH:30]1.